From a dataset of the Open Reaction Database (ORD), a public repository of structured organic reaction records. describe an organic reaction: reactants, conditions, products, and yield Procedure details: A mixture of 1.28 g of 4-(4-bromo-phenyl)-1H-benzo[d][1,2]oxazin-7-ol, 2.71 g of (E)-1,4-dibromo-2-butene and 1.74 g of potassium carbonate in 80 ml of acetone is stirred at 65° C. After cooling the reaction mixture is filtered and the filtrate is concentrated and purified by chromatography (silica gel, toluene/acetone 98:2). There are obtained 1.44 g of 7-(4-bromo-but-2-enyloxy)-4-(4-bromo-phenyl)-1H-benzo[d][1,2]oxazine, MS: m/e 437 (64%, M+, 2 Br). Conditions: temperature 65 celsius. Run in CC(=O)C (acetone). The product is BrCC=CCOC1=CC2=C(C(=NOC2)C2=CC=C(C=C2)Br)C=C1 (7-(4-bromo-but-2-enyloxy)-4-(4-bromo-phenyl)-1H-benzo[d][1,2]oxazine). RXN SMILES: [Br:1][C:2]1[CH:7]=[CH:6][C:5]([C:8]2[C:13]3[CH:14]=[CH:15][C:16]([OH:18])=[CH:17][C:12]=3[CH2:11][O:10][N:9]=2)=[CH:4][CH:3]=1.[Br:19][CH2:20]/[CH:21]=[CH:22]/[CH2:23]Br.C(=O)([O-])[O-].[K+].[K+]>CC(C)=O>[Br:19][CH2:20][CH:21]=[CH:22][CH2:23][O:18][C:16]1[CH:15]=[CH:14][C:13]2[C:8]([C:5]3[CH:4]=[CH:3][C:2]([Br:1])=[CH:7][CH:6]=3)=[N:9][O:10][CH2:11][C:12]=2[CH:17]=1 |f:2.3.4|. The reactants are BrC1=CC=C(C=C1)C1=NOCC2=C1C=CC(=C2)O (4-(4-bromo-phenyl)-1H-benzo[d][1,2]oxazin-7-ol), BrC\C=C\CBr ((E)-1,4-dibromo-2-butene), C([O-])([O-])=O.[K+].[K+] (potassium carbonate). Isolated yield 78.3%. Reactants: ClC1=C(OC2=NC=CC=C2C(=O)N2CCNC3=CC=CC=C23)C=C(C=C1)Cl ([2-(2,5-Dichloro-phenoxy)-pyridin-3-yl]-(3,4-dihydro-2H-quinoxalin-1-yl)-methanone), C(C)N(C(C)C)C(C)C (N-ethyldiisopropylamine), BrCC(=O)OCC (ethyl bromoacetate). Run in CN(C)C=O (DMF). Run at temperature 100 celsius. The product is C(C)OC(CN1CCN(C2=CC=CC=C12)C(=O)C=1C(=NC=CC1)OC1=C(C=CC(=C1)Cl)Cl)=O ({4-[2-(2,5-Dichloro-phenoxy)-pyridine-3-carbonyl]-3,4-dihydro-2H-quinoxalin-1-yl}-acetic acid ethyl ester). Yield: 58.5%. As a reaction SMILES: [Cl:1][C:2]1[CH:26]=[CH:25][C:24]([Cl:27])=[CH:23][C:3]=1[O:4][C:5]1[C:10]([C:11]([N:13]2[C:22]3[C:17](=[CH:18][CH:19]=[CH:20][CH:21]=3)[NH:16][CH2:15][CH2:14]2)=[O:12])=[CH:9][CH:8]=[CH:7][N:6]=1.C(N(C(C)C)C(C)C)C.Br[CH2:38][C:39]([O:41][CH2:42][CH3:43])=[O:40]>CN(C=O)C>[CH2:42]([O:41][C:39](=[O:40])[CH2:38][N:16]1[C:17]2[C:22](=[CH:21][CH:20]=[CH:19][CH:18]=2)[N:13]([C:11]([C:10]2[C:5]([O:4][C:3]3[CH:23]=[C:24]([Cl:27])[CH:25]=[CH:26][C:2]=3[Cl:1])=[N:6][CH:7]=[CH:8][CH:9]=2)=[O:12])[CH2:14][CH2:15]1)[CH3:43]. Reported procedure: To a solution of [2-(2,5-dichloro-phenoxy)-pyridin-3-yl]-(3,4-dihydro-2H-quinoxalin-1-yl)-methanone (60 mg, 0.15 mmol, 1.0 equiv; Example 122) in anhydrous DMF (0.5 mL) was added N-ethyldiisopropylamine (96 mg, 129 μL, 0.75 mmol, 5.0 equiv; [CAS RN 7087-68-5]) and ethyl bromoacetate (55.1 mg, 37 μL, 0.33 mmol, 2.2 equiv; [CAS RN 105-36-2]) and the reaction mixture heated by microwave irradiation to 100° C. for 2 h. Removal of the solvent under reduced pressure and purification by preparative HPL... Starting materials: FC1=CC=C(C=C1)CCNC([C@@H](N(C)C([C@@H](NC(=O)OC(C)(C)C)CC1=CC=C(C=C1)I)=O)CCCNC(=O)OC(C)(C)C)=O (Boc-4-iodophenylalanyl-Nδ-Boc-Nα-methylornithine 2-(4-fluorophenyl)ethylamide), FC(C(=O)O)(F)F (trifluoroacetic acid). Yields the product OC(=O)C(F)(F)F.FC1=CC=C(C=C1)CCNC([C@@H](N(C)C([C@@H](N)CC1=CC=C(C=C1)I)=O)CCCN)=O (4-Iodophenylalanyl-Nα-Methylornithine 2-(4-Fluorophenyl)ethylamide TFA). As a reaction SMILES: [F:1][C:2]1[CH:7]=[CH:6][C:5]([CH2:8][CH2:9][NH:10][C:11](=[O:45])[C@H:12]([CH2:34][CH2:35][CH2:36][NH:37]C(OC(C)(C)C)=O)[N:13]([C:15](=[O:33])[C@H:16]([CH2:25][C:26]2[CH:31]=[CH:30][C:29]([I:32])=[CH:28][CH:27]=2)[NH:17]C(OC(C)(C)C)=O)[CH3:14])=[CH:4][CH:3]=1.[F:46][C:47]([F:52])([F:51])[C:48]([OH:50])=[O:49]>>[OH:50][C:48]([C:47]([F:52])([F:51])[F:46])=[O:49].[F:1][C:2]1[CH:3]=[CH:4][C:5]([CH2:8][CH2:9][NH:10][C:11](=[O:45])[C@H:12]([CH2:34][CH2:35][CH2:36][NH2:37])[N:13]([C:15](=[O:33])[C@H:16]([CH2:25][C:26]2[CH:27]=[CH:28][C:29]([I:32])=[CH:30][CH:31]=2)[NH2:17])[CH3:14])=[CH:6][CH:7]=1 |f:2.3|. Procedure: Boc-4-iodophenylalanyl-Nδ-Boc-Nα-methylornithine 2-(4-fluorophenyl)ethylamide was deprotected with trifluoroacetic acid (Procedure E) to afford a white solid: 1H NMR (400 MHz, D2O) δ1.50 (m, 1H), 1.60 (m, 1H), 1.71 (m, 1H), 1.83 (m, 1H), 2.73 (s, 2H), 2.92 (m, 2H), 3.03 (m, 3H), 3.12 (m, 1H), 3.59 (m, 2H), 4.74 (m, 1H), 4.91 (m, 1H), 7.04 (d, J=8.0 Hz, 1H), 7.11 (t, J=10.9 Hz, 2H), 7.35 (m, 2H), and 7.79 (d, J=8.5 Hz, 2H). The reactants are CC1=C(COC2=CC=CC=3N(C(=NC32)S)C)C(=CC=C1N(C)C(CNC(C=CC1=CC=C(C=C1)C(NC)=O)=O)=O)C (4-[2,6-dimethyl-3-[N-[4-(methylcarbamoyl)cinnamoylglycyl]-N-methylamino]benzyloxy]-2-mercapto-1-methyl-1H-benzimidazole), C([O-])([O-])=O.[K+].[K+] (potassium carbonate), CN(C=O)C (N,N-dimethylformamide), CI (methyl iodide). Run in O (water). Run at time 16 hour. Yields the product CC1=C(COC2=CC=CC=3N(C(=NC32)SC)C)C(=CC=C1N(C)C(CNC(C=CC1=CC=C(C=C1)C(NC)=O)=O)=O)C (4-[2,6-dimethyl-3-[N-[4-(methylcarbamoyl)cinnamoylglycyl]-N-methylamino]benzyloxy]-1-methyl-2-methylthio-1H-benzimidazole). Yield: 59.3%. RXN SMILES: [CH3:1][C:2]1[C:20]([N:21]([C:23](=[O:40])[CH2:24][NH:25][C:26](=[O:39])[CH:27]=[CH:28][C:29]2[CH:34]=[CH:33][C:32]([C:35](=[O:38])[NH:36][CH3:37])=[CH:31][CH:30]=2)[CH3:22])=[CH:19][CH:18]=[C:17]([CH3:41])[C:3]=1[CH2:4][O:5][C:6]1[C:14]2[N:13]=[C:12]([SH:15])[N:11]([CH3:16])[C:10]=2[CH:9]=[CH:8][CH:7]=1.[C:42](=O)([O-])[O-].[K+].[K+].CN(C)C=O.CI>O>[CH3:1][C:2]1[C:20]([N:21]([C:23](=[O:40])[CH2:24][NH:25][C:26](=[O:39])[CH:27]=[CH:28][C:29]2[CH:30]=[CH:31][C:32]([C:35](=[O:38])[NH:36][CH3:37])=[CH:33][CH:34]=2)[CH3:22])=[CH:19][CH:18]=[C:17]([CH3:41])[C:3]=1[CH2:4][O:5][C:6]1[C:14]2[N:13]=[C:12]([S:15][CH3:42])[N:11]([CH3:16])[C:10]=2[CH:9]=[CH:8][CH:7]=1 |f:1.2.3|. Reported procedure: To a mixture of 4-[2,6-dimethyl-3-[N-[4-(methylcarbamoyl)cinnamoylglycyl]-N-methylamino]benzyloxy]-2-mercapto-1-methyl-1H-benzimidazole (34.9 mg), potassium carbonate (10.1 mg) and N,N-dimethylformamide (0.4 ml) was added methyl iodide (4 μl) at ambient temperature, and the mixture was stirred for 16 hours. The reaction mixture was poured into water, and extracted with chloroform. The extract was washed with water and brine, dried over magnesium sulfate and evaporated in vacuo. The residue was p... Starting materials: [Fe] (iron), C1([N+](=O)[O-])=CC([N+](=O)[O-])=CC([N+](=O)[O-])=C1O (picric acid). Yields the product C1([N+](=O)[O-])=CC([N+](=O)[O-])=CC([N+](=O)[O-])=C1[O-].[Fe+2].C1([N+](=O)[O-])=CC([N+](=O)[O-])=CC([N+](=O)[O-])=C1[O-] (iron (II) picrate). As a reaction SMILES: [Fe:1].[C:2]1([C:16]([OH:17])=[C:12]([N+:13]([O-:15])=[O:14])[CH:11]=[C:7]([N+:8]([O-:10])=[O:9])[CH:6]=1)[N+:3]([O-:5])=[O:4]>>[C:12]1([C:16]([O-:17])=[C:2]([N+:3]([O-:5])=[O:4])[CH:6]=[C:7]([N+:8]([O-:10])=[O:9])[CH:11]=1)[N+:13]([O-:15])=[O:14].[Fe+2:1].[C:12]1([C:16]([O-:17])=[C:2]([N+:3]([O-:5])=[O:4])[CH:6]=[C:7]([N+:8]([O-:10])=[O:9])[CH:11]=1)[N+:13]([O-:15])=[O:14] |f:2.3.4|. Procedure: adding a +2 iron source to said picric acid solution of step (ii) with stirring to obtain a green iron (II) picrate solution; and The reactants are C(=O)[O-].[NH4+] (ammonium formate), C(C1=CC=CC=C1)OC1=CC2=C(NC(=NS2(=O)=O)C=2C(N(C3=CC=CC=C3C2O)NCC2CC2)=O)C=C1 (3-[7-(benzyloxy)-1,1-dioxido-4H-1,2,4-benzothiadiazin-3-yl]-1-[(cyclopropylmethyl)amino]-4-hydroxyquinolin-2(1H)-one). The reagents and catalysts are [Pd] (palladium on carbon), [OH-].[OH-].[Pd+2] (palladium hydroxide on carbon). Solvent: O1CCCC1 (tetrahyrofuran). Yields the product C1(CC1)CNN1C(C(=C(C2=CC=CC=C12)O)C1=NS(C2=C(N1)C=CC(=C2)O)(=O)=O)=O (1-[(cyclopropylmethyl)amino]-4-hydroxy-3-(7-hydroxy-1,1-dioxido-4H-1,2,4-benzothiadiazin-3-yl)quinolin-2(1H)-one). The yield is 52.2%. As a reaction SMILES: C([O:8][C:9]1[CH:37]=[CH:36][C:12]2[NH:13][C:14]([C:19]3[C:20](=[O:35])[N:21]([NH:30][CH2:31][CH:32]4[CH2:34][CH2:33]4)[C:22]4[C:27]([C:28]=3[OH:29])=[CH:26][CH:25]=[CH:24][CH:23]=4)=[N:15][S:16](=[O:18])(=[O:17])[C:11]=2[CH:10]=1)C1C=CC=CC=1.C([O-])=O.[NH4+]>O1CCCC1.[Pd].[OH-].[OH-].[Pd+2]>[CH:32]1([CH2:31][NH:30][N:21]2[C:22]3[C:27](=[CH:26][CH:25]=[CH:24][CH:23]=3)[C:28]([OH:29])=[C:19]([C:14]3[NH:13][C:12]4[CH:36]=[CH:37][C:9]([OH:8])=[CH:10][C:11]=4[S:16](=[O:17])(=[O:18])[N:15]=3)[C:20]2=[O:35])[CH2:33][CH2:34]1 |f:1.2,5.6.7|. Procedure details: The product of Example 320B (0.296 g, 0.57 mmol) in tetrahyrofuran (15 mL) was reacted with a catalytic amount of palladium hydroxide on carbon, a catalytic amount of 5% palladium on carbon, and ammonium formate (0.180 g, 2.85 mmol) at 60° C. for 2 hours. The warm reaction mixture was filtered through celite® (diatomaceous earth) and the filtrate was diluted with diethyl ether and the precipitate filtered and dried to give the title compound (0.127 g, 53%). Reactants: C(=O)=O (carbon dioxide), C(C(C)(C)C1=CC=CC=C1)Cl (neophyl chloride), [Mg] (magnesium), C(C(C)(C)C1=CC=CC=C1)Cl (neophyl chloride), II (iodine), BrCCBr (1,2-dibromoethane), C(=O)=O (carbon dioxide). The solvent is O1CCCC1 (tetrahydrofuran), O1CCCC1 (tetrahydrofuran). Conditions: time 5 hour. Yields the product CC(CC(=O)O)(C1=CC=CC=C1)C (3,3-dimethyl-3-phenyl propionic acid). The yield is 81.0%. RXN SMILES: [Mg].[CH2:2](Cl)[C:3]([C:6]1[CH:11]=[CH:10][CH:9]=[CH:8][CH:7]=1)([CH3:5])[CH3:4].II.BrCCBr.[C:19](=[O:21])=[O:20]>O1CCCC1>[CH3:4][C:3]([CH3:5])([C:6]1[CH:11]=[CH:10][CH:9]=[CH:8][CH:7]=1)[CH2:2][C:19]([OH:21])=[O:20]. Procedure: Following a literature procedure, (Leffler, J. E.; Barbas, J. T. JACS. 1981, 103(26), 7768-7773), to a mixture of magnesium turnings (9.5 g) and neophyl chloride (7.5 mL) in tetrahydrofuran (100 mL) is added a spatula tip of iodine and 1,2-dibromoethane (1 mL). The mixture is heated gently with under a heat gun to initiate a vigorous reaction. A solution of neophyl chloride (57 mL) in tetrahydrofuran (360 mL) is added dropwise over the course of 90 minutes. Following completion of the addition, ... Starting materials: C1COCCO1, CCOC(C)=O, Cl, CC(C)(C)OC(=O)N1CCC(n2ccn(-c3ccccc3F)c2=O)CC1. Product: Cl, O=c1n(-c2ccccc2F)ccn1C1CCNCC1. Reaction SMILES: [CH2:28]1[O:29][CH2:30][CH2:31][O:32][CH2:33]1.[CH3:34][CH2:35][O:36][C:37](=[O:38])[CH3:39].[ClH:27].[F:1][c:2]1[c:3](-[n:8]2[c:9](=[O:26])[n:10]([CH:13]3[CH2:14][CH2:15][N:16]([C:19]([O:20][C:21]([CH3:22])([CH3:23])[CH3:24])=[O:25])[CH2:17][CH2:18]3)[cH:11][cH:12]2)[cH:4][cH:5][cH:6][cH:7]1>>[ClH:27].[F:1][c:2]1[c:3](-[n:8]2[c:9](=[O:26])[n:10]([CH:13]3[CH2:14][CH2:15][NH:16][CH2:17][CH2:18]3)[cH:11][cH:12]2)[cH:4][cH:5][cH:6][cH:7]1.